From a dataset of the Open Reaction Database (ORD), a public repository of structured organic reaction records. describe an organic reaction: reactants, conditions, products, and yield The reactants are C1(=CC=CC=C1)OC(OC(C=1N=CN(C1)C(C1=CC=CC=C1)(C1=CC=CC=C1)C1=CC=CC=C1)C1=CC(N(C=C1)C1=CC(=CC=C1)Cl)=O)=S (Thiocarbonic acid O-[[1-(3-chloro-phenyl)-2-oxo-1,2-dihydro-pyridin-4-yl]-(1-trityl-1H-imidazol-4-yl)-methyl]ester O-phenyl ester), C(CCC)[SnH](CCCC)CCCC (tributyl tin hydride), CC(C)(C#N)N=NC(C)(C)C#N (AIBN). Run in C1=CC=CC=C1 (benzene). Reaction conditions: temperature 85 celsius. Product: ClC=1C=C(C=CC1)N1C(C=C(C=C1)CC=1N=CN(C1)C(C1=CC=CC=C1)(C1=CC=CC=C1)C1=CC=CC=C1)=O (1-(3-Chloro-phenyl)-4-(1-trityl-1H-imidazol-4-ylmethyl)-1H-pyridin-2-one). RXN SMILES: C1(OC(=S)O[CH:10]([C:35]2[CH:40]=[CH:39][N:38]([C:41]3[CH:46]=[CH:45][CH:44]=[C:43]([Cl:47])[CH:42]=3)[C:37](=[O:48])[CH:36]=2)[C:11]2[N:12]=[CH:13][N:14]([C:16]([C:29]3[CH:34]=[CH:33][CH:32]=[CH:31][CH:30]=3)([C:23]3[CH:28]=[CH:27][CH:26]=[CH:25][CH:24]=3)[C:17]3[CH:22]=[CH:21][CH:20]=[CH:19][CH:18]=3)[CH:15]=2)C=CC=CC=1.C([SnH](CCCC)CCCC)CCC.CC(N=NC(C#N)(C)C)(C#N)C>C1C=CC=CC=1>[Cl:47][C:43]1[CH:42]=[C:41]([N:38]2[CH:39]=[CH:40][C:35]([CH2:10][C:11]3[N:12]=[CH:13][N:14]([C:16]([C:29]4[CH:30]=[CH:31][CH:32]=[CH:33][CH:34]=4)([C:23]4[CH:24]=[CH:25][CH:26]=[CH:27][CH:28]=4)[C:17]4[CH:22]=[CH:21][CH:20]=[CH:19][CH:18]=4)[CH:15]=3)=[CH:36][C:37]2=[O:48])[CH:46]=[CH:45][CH:44]=1. Procedure: To a solution of the thiocarbonate from Step 5 (0.95, 1.4 mmol) in benzene (40 ml) at room temperature was added tributyl tin hydride (1.13 ml, 4.19 mmol) and AIBN (46 mg, 0.28 mmol). The mixture was degassed by bubbling argon through for 15 min and the mixture was heated at 85° C. for 18 hrs while distilling off most of solvent. The residue was chromatographed (silica gel, MeOH: CH2Cl2 2:98 to 4:96 gradient elution) to afford the title compound. Run in O1CCCC1 (tetrahydrofuran), O1CCCC1 (tetrahydrofuran), O1CCCC1 (tetrahydrofuran). The product is CC=1SC(=C(N1)CC)C(=O)NC(C#N)C=1OC=CC1 (2-(2 -methyl-4-ethylthiazole-5-carboxamido)-2-(2-furyl)acetonitrile). Reported procedure: To a solution of imidazole (2.72 g; 40 mmol) in dry tetrahydrofuran (60 ml) was added dropwise thionyl chloride (1.20 g; 10 mmol) under ice-cooling while stirring. After the resultant mixture was turned to room temperature, 2-methyl-4-ethyl-5-thiazolecarboxylic acid (1.71 g; 10 mmol) was added thereto at once, and stirring was continued for 30 minutes. To the mixture was added dropwise a solution of 2-(2-furyl)aminoacetonitrile (1.46 g; 12 mmol) in dry tetrahydrofuran under ice-cooling, and the ... The yield is 57.4%. Starting materials: N1C=NC=C1 (imidazole), S(=O)(Cl)Cl (thionyl chloride), CC=1SC(=C(N1)CC)C(=O)O (2-methyl-4-ethyl-5-thiazolecarboxylic acid), O1C(=CC=C1)NCC#N (2-(2-furyl)aminoacetonitrile), resultant mixture, resultant mixture. Reaction SMILES: [NH:1]1[CH:5]=[CH:4][N:3]=C1.S(Cl)(Cl)=O.[CH3:10][C:11]1[S:12][C:13]([C:18]([OH:20])=O)=[C:14]([CH2:16][CH3:17])[N:15]=1.[O:21]1[CH:25]=[CH:24][CH:23]=[C:22]1NCC#N>O1CCCC1>[CH3:10][C:11]1[S:12][C:13]([C:18]([NH:3][CH:4]([C:22]2[O:21][CH:25]=[CH:24][CH:23]=2)[C:5]#[N:1])=[O:20])=[C:14]([CH2:16][CH3:17])[N:15]=1. Run at time 30 minute.